This data is from the Open Reaction Database (ORD), a public repository of structured organic reaction records. The task is: describe an organic reaction: reactants, conditions, products, and yield Starting materials: C1(=CC=C(C=C1)S(=O)(=O)Cl)C (p-Toluenesulfonyl chloride), ice, C1(=CC=CC=C1)CCC(=O)N[C@@H](CC1=CC=CC=C1)C(=O)N[C@@H]1C(N[C@@H]1OC(CO)C1=CC=CC=C1)=O ((3S,4R)-3-{N-(3-phenylpropionoyl)-L-phenylalanyl}amino-4-(2-hydroxy-1-phenylethoxy)-azetidin-2-one), N1=CC=CC=C1 (pyridine). Procedure: p-Toluenesulfonyl chloride (119 mg, 0.62 mmol) was added to an ice-cooled solution of (3S,4R)-3-{N-(3-phenylpropionoyl)-L-phenylalanyl}amino-4-(2-hydroxy-1-phenylethoxy)-azetidin-2-one (260 mg, 0.52 mmol) and pyridine (493 mg, 6.2 mmol) in dichloromethane (7 ml). The mixture was stirred at 0° C. for 2 hrs and then at room temperature overnight. After removal of solvent, the residue was purified by silica gel column chromatography using ethyl acetate-hexane (8:3) as eluent and 160 mg of (3S,4R)-3... Product: C1(=CC=CC=C1)CCC(=O)N[C@@H](CC1=CC=CC=C1)C(=O)N[C@@H]1C(N[C@@H]1OC(COS(=O)(=O)C1=CC=C(C=C1)C)C1=CC=CC=C1)=O ((3S,4R)-3-{N-(3-phenylpropionoyl)-L-phenylalanyl}amino-4-{2-(p-toluenesulfonyl)oxy-1-phenylethoxy}-azetidin-2-one). As a reaction SMILES: [C:1]1([CH3:11])[CH:6]=[CH:5][C:4]([S:7](Cl)(=[O:9])=[O:8])=[CH:3][CH:2]=1.[C:12]1([CH2:18][CH2:19][C:20]([NH:22][C@H:23]([C:31]([NH:33][C@H:34]2[C@@H:37]([O:38][CH:39]([C:42]3[CH:47]=[CH:46][CH:45]=[CH:44][CH:43]=3)[CH2:40][OH:41])[NH:36][C:35]2=[O:48])=[O:32])[CH2:24][C:25]2[CH:30]=[CH:29][CH:28]=[CH:27][CH:26]=2)=[O:21])[CH:17]=[CH:16][CH:15]=[CH:14][CH:13]=1.N1C=CC=CC=1>ClCCl>[C:12]1([CH2:18][CH2:19][C:20]([NH:22][C@H:23]([C:31]([NH:33][C@H:34]2[C@@H:37]([O:38][CH:39]([C:42]3[CH:47]=[CH:46][CH:45]=[CH:44][CH:43]=3)[CH2:40][O:41][S:7]([C:4]3[CH:5]=[CH:6][C:1]([CH3:11])=[CH:2][CH:3]=3)(=[O:9])=[O:8])[NH:36][C:35]2=[O:48])=[O:32])[CH2:24][C:25]2[CH:30]=[CH:29][CH:28]=[CH:27][CH:26]=2)=[O:21])[CH:17]=[CH:16][CH:15]=[CH:14][CH:13]=1. Conditions: temperature 0 celsius, time 2 hour. The solvent is ClCCl (dichloromethane). The yield is 46.9%.